Dataset: the Open Reaction Database (ORD), a public repository of structured organic reaction records. Task: describe an organic reaction: reactants, conditions, products, and yield The reactants are CC(C)C[Al+]CC(C)C, COC(=O)COc1ccc(OC(F)(F)F)cc1Cl, ClCCl, [H-]. The product is OCCOc1ccc(OC(F)(F)F)cc1Cl. RXN SMILES: [CH2:20]([Al+:21][CH2:22][CH:23]([CH3:24])[CH3:25])[CH:26]([CH3:27])[CH3:28].[Cl:1][c:2]1[c:3]([O:4][CH2:5][C:6](=[O:7])[O:8][CH3:9])[cH:10][cH:11][c:12]([O:14][C:15]([F:16])([F:17])[F:18])[cH:13]1.[Cl:29][CH2:30][Cl:31].[H-:19]>>[Cl:1][c:2]1[c:3]([O:4][CH2:5][CH2:6][OH:7])[cH:10][cH:11][c:12]([O:14][C:15]([F:16])([F:17])[F:18])[cH:13]1. Starting materials: OC[C@]12[C@@H](CC(C=C1CC[C@H]1[C@@H]3CCC([C@@]3(C)CC[C@H]21)=O)=O)C (19-hydroxy-1β-methyl-4-androsten-3,17-dione), O[C@@H]1[C@]2(C)[C@@H](CC1)[C@@H]1CCC3=CC(CC[C@]3(CO)[C@H]1CC2)=O (17β,19-dihydroxy-4-androsten-3-one), C(C)(=O)O.C(C)(=O)O.O[C@@H]1[C@]2(C)[C@@H](CC1)[C@@H]1[C@@H](CC3=CC(CC[C@]3(CO)[C@H]1CC2)=O)C (17β,19-dihydroxy-7α-methyl-4-androsten-3-one diacetate), 7α-methyl-17β,19-di-(2'-tetrahydropyranyloxy)-4-androsten-3-one. Product: 7α-methyl-17β,19-di-(2'-tetrahydropyranyloxy)-4-androsten-3α-ol, C[C@@H]1C[C@H](C=C2CC[C@H]3[C@@H]4CC[C@@H]([C@@]4(C)CC[C@@H]3[C@@]12CO)O)O (1β-methyl-4-androstene-3α,17β,19-triol). Reaction SMILES: C(O)(=O)C.C(O)(=O)C.[OH:9][C@H:10]1[CH2:15][CH2:14][C@H:13]2[C@H:16]3[C@H:27]([CH2:28][CH2:29][C@:11]12[CH3:12])[C@:24]1([CH2:25][OH:26])[C:19](=[CH:20][C:21](=[O:30])[CH2:22][CH2:23]1)[CH2:18][C@H:17]3[CH3:31].OC[C@@]12[C@@H]3[C@H]([C@H]4[C@@](CC3)(C)C(=O)CC4)CCC1=CC(=O)C[C@H]2C.O[C@H]1CC[C@H]2[C@H]3[C@H](CC[C@]12C)[C@]1(CO)C(=CC(=O)CC1)CC3>>[CH3:18][C@H:19]1[C@@:24]2([CH2:25][OH:26])[C:23]([CH2:31][CH2:17][C@@H:16]3[C@@H:27]2[CH2:28][CH2:29][C@@:11]2([CH3:12])[C@H:13]3[CH2:14][CH2:15][C@@H:10]2[OH:9])=[CH:22][C@H:21]([OH:30])[CH2:20]1 |f:0.1.2|. Procedure details: Following essentially the same procedure and substituting 17β,19-dihydroxy-7α-methyl-4-androsten-3-one diacetate, 7α-methyl-17β,19-di-(2'-tetrahydropyranyloxy)-4-androsten-3-one and 19-hydroxy-1β-methyl-4-androsten-3,17-dione for the 17β,19-dihydroxy-4-androsten-3-one above results in the preparation of 7α-methyl-4-androstene-3α,17β,19-triol 17β,19-diacetate, 7α-methyl-17β,19-di-(2'-tetrahydropyranyloxy)-4-androsten-3α-ol and 1β-methyl-4-androstene-3α,17β,19-triol, respectively. Starting materials: Cl.OC=1C=CC2=C(SC(=C2C(C2=CC=C(C=C2)OCCN2CCCCC2)=O)C2=CC=C(C=C2)O)C1 (6-hydroxy-2-(4-hydroxyphenyl)-3-[4-(2-piperidinoethoxy)benzoyl]-benzo[b]-thiophene hydrochloride), ClCCCl (1,2-dichloroethane), ClCCCl (1,2-dichloroethane). The product is ClCCCl.Cl.OC=1C=CC2=C(SC(=C2C(C2=CC=C(C=C2)OCCN2CCCCC2)=O)C2=CC=C(C=C2)O)C1 (6-Hydroxy-2-(4-hydroxyphenyl)-3-[4-(2-piperidinoethoxy)-benzoyl]benzo[b]thiophene Hydrochloride 1,2-Dichloroethane). As a reaction SMILES: [ClH:1].[OH:2][C:3]1[CH:4]=[CH:5][C:6]2[C:10]([C:11](=[O:27])[C:12]3[CH:17]=[CH:16][C:15]([O:18][CH2:19][CH2:20][N:21]4[CH2:26][CH2:25][CH2:24][CH2:23][CH2:22]4)=[CH:14][CH:13]=3)=[C:9]([C:28]3[CH:33]=[CH:32][C:31]([OH:34])=[CH:30][CH:29]=3)[S:8][C:7]=2[CH:35]=1.[Cl:36][CH2:37][CH2:38][Cl:39]>>[Cl:36][CH2:37][CH2:38][Cl:39].[ClH:1].[OH:2][C:3]1[CH:4]=[CH:5][C:6]2[C:10]([C:11](=[O:27])[C:12]3[CH:13]=[CH:14][C:15]([O:18][CH2:19][CH2:20][N:21]4[CH2:22][CH2:23][CH2:24][CH2:25][CH2:26]4)=[CH:16][CH:17]=3)=[C:9]([C:28]3[CH:29]=[CH:30][C:31]([OH:34])=[CH:32][CH:33]=3)[S:8][C:7]=2[CH:35]=1 |f:0.1,3.4.5|. Procedure: The X-ray structure clearly shows that the crystalline material is a 1,2-dichloroethane solvate having a 1:2 ratio of molecules of 1,2-dichloroethane to molecules of 6-hydroxy-2-(4-hydroxyphenyl)-3-[4-(2-piperidinoethoxy)benzoyl]-benzo[b]-thiophene hydrochloride. The reactants are CC(Nc1c([N+](=O)[O-])c(Cl)nc2ccccc12)c1ccccc1, [Mg+2], O=S(=O)([O-])[O-]. Yields the product CC(Nc1c(N)c(Cl)nc2ccccc12)c1ccccc1. Reaction SMILES: [Cl:1][c:2]1[n:3][c:4]2[cH:5][cH:6][cH:7][cH:8][c:9]2[c:10]([NH:15][CH:16]([CH3:17])[c:18]2[cH:19][cH:20][cH:21][cH:22][cH:23]2)[c:11]1[N+:12]([O-:13])=[O:14].[Mg+2:24].[O-:25][S:26](=[O:27])(=[O:28])[O-:29]>>[Cl:1][c:2]1[n:3][c:4]2[cH:5][cH:6][cH:7][cH:8][c:9]2[c:10]([NH:15][CH:16]([CH3:17])[c:18]2[cH:19][cH:20][cH:21][cH:22][cH:23]2)[c:11]1[NH2:12]. Starting materials: C([O-])([O-])=O.[Na+].[Na+] (sodium carbonate), N1=C(C=CC=C1)C (2-picoline), ClS(=O)(=O)O (chlorsulphonic acid), NC1=C(C=C(C=C1)C=1SC2=C(N1)C=CC=C2)I (2-(4'-amino-3'-iodophenyl)benzothiazole). Reaction conditions: temperature 50 celsius, time 1 hour. Yields the product S1C(=NC2=C1C=CC=C2)C2=CC=C(C=C2)NS([O-])(=O)=O.[Na+] (Sodium 4-(benzothiazol-2-yl)phenylsulphamate). As a reaction SMILES: N1C=CC=CC=1C.Cl[S:9]([OH:12])(=[O:11])=[O:10].[NH2:13][C:14]1[CH:19]=[CH:18][C:17]([C:20]2[S:21][C:22]3[CH:28]=[CH:27][CH:26]=[CH:25][C:23]=3[N:24]=2)=[CH:16][C:15]=1I.C(=O)([O-])[O-].[Na+:34].[Na+]>>[S:21]1[C:22]2[CH:28]=[CH:27][CH:26]=[CH:25][C:23]=2[N:24]=[C:20]1[C:17]1[CH:18]=[CH:19][C:14]([NH:13][S:9](=[O:11])(=[O:10])[O-:12])=[CH:15][CH:16]=1.[Na+:34] |f:3.4.5,6.7|. Reported procedure: To anhydrous 2-picoline (1.05 g, 11 mmol) was slowly added dropwise chlorsulphonic acid (0.26 g, 2.21 mmol) below 10° C. then 2-(4'-amino-3'-iodophenyl)benzothiazole (0.5 g, 2.21 mmol). The mixture was heated to 50° C. with stirring for 1 hour. After leaving to stand for 2 hours at room temperature, 6 ml of 10% aqueous sodium carbonate was added. The resulting mixture was stirred for 40 minutes at room temperature and concentrated under reduced pressure. The precipitate was filtered off, washed ... Reactants: CO, Cc1cc(N=C(c2ccccc2)c2ccccc2)cc2c1cnn2C1CCCCO1. Yields the product Cc1cc(N)cc2c1cnn2C1CCCCO1. As a reaction SMILES: [CH3:31][OH:32].[c:1]1([C:2]([c:3]2[cH:4][cH:5][cH:6][cH:7][cH:25]2)=[N:8][c:9]2[cH:10][c:11]([CH3:24])[c:12]3[cH:13][n:14][n:15]([CH:18]4[O:19][CH2:20][CH2:21][CH2:22][CH2:23]4)[c:16]3[cH:17]2)[cH:26][cH:27][cH:28][cH:29][cH:30]1>>[NH2:8][c:9]1[cH:10][c:11]([CH3:24])[c:12]2[cH:13][n:14][n:15]([CH:18]3[O:19][CH2:20][CH2:21][CH2:22][CH2:23]3)[c:16]2[cH:17]1. Starting materials: COC(=O)Cl, CC(C)N(C)C(=O)NOc1cc(Cl)cc(Cl)c1, C1CCOC1, O, c1ccncc1. Yields the product COC(=O)N(Oc1cc(Cl)cc(Cl)c1)C(=O)N(C)C(C)C. Reaction SMILES: [Cl:18][C:19](=[O:20])[O:21][CH3:22].[Cl:1][c:2]1[cH:3][c:4]([O:5][NH:6][C:7]([N:8]([CH3:9])[CH:10]([CH3:11])[CH3:12])=[O:13])[cH:14][c:15]([Cl:17])[cH:16]1.[O:24]1[CH2:25][CH2:26][CH2:27][CH2:28]1.[OH2:23].[cH:29]1[cH:30][cH:31][n:32][cH:33][cH:34]1>>[Cl:1][c:2]1[cH:3][c:4]([O:5][N:6]([C:7]([N:8]([CH3:9])[CH:10]([CH3:11])[CH3:12])=[O:13])[C:19](=[O:20])[O:21][CH3:22])[cH:14][c:15]([Cl:17])[cH:16]1. Starting materials: C(O)CN (ethanolamine), O (Water), C1(CCCC1)OC=1C=C(C=CC1OC)C=1NC=C(N1)C(=O)O (2-(3-Cyclopentyloxy-4-methoxyphenyl)-imidazole-4-carboxylic acid), C(=O)(N1C=NC=C1)N1C=NC=C1 (carbonyldiimidazole), resultant solution. Run in CN(C)C=O (DMF). Reaction conditions: time 8 hour. The product is OCCNC(=O)C=1N=C(NC1)C1=CC(=C(C=C1)OC)OC1CCCC1 (2-(3-cyclopentyloxy-4-methoxyphenyl)-imidazole-4-carboxylic acid, N-(2-hydroxyethyl) amide). Yield: 43.3%. Reaction SMILES: [CH:1]1([O:6][C:7]2[CH:8]=[C:9]([C:15]3[NH:16][CH:17]=[C:18]([C:20](O)=[O:21])[N:19]=3)[CH:10]=[CH:11][C:12]=2[O:13][CH3:14])[CH2:5][CH2:4][CH2:3][CH2:2]1.C(N1C=CN=C1)(N1C=CN=C1)=O.[CH2:35]([CH2:37][NH2:38])[OH:36].O>CN(C=O)C>[OH:36][CH2:35][CH2:37][NH:38][C:20]([C:18]1[N:19]=[C:15]([C:9]2[CH:10]=[CH:11][C:12]([O:13][CH3:14])=[C:7]([O:6][CH:1]3[CH2:2][CH2:3][CH2:4][CH2:5]3)[CH:8]=2)[NH:16][CH:17]=1)=[O:21]. Reported procedure: To a solution of 2-(3-Cyclopentyloxy-4-methoxyphenyl)-imidazole-4-carboxylic acid (500 mg, 1.65 mmol) in DMF (15 ml) at room temperature was added carbonyldiimidazole (295 mg, 1.8 mmol). The resultant solution was stirred for 30 minutes and then ethanolamine (180 μl, 1.8 mmol) was added and the reaction mixture stirred at room temperature overnight. Water (75 ml) was added and the mixture extracted with ethyl acetate (2×75 ml). The combined organics were washed with brine (40 ml), dried over Na2... The reactants are [Si](C)(C)(C(C)(C)C)OC[C@@H]1[C@H](C[C@@H](O1)N1C(=O)NC(=O)C(C)=C1)O (5'-O-t-butyldimethylsilylthymidine), CC(C)OC(=O)/N=N/C(=O)OC(C)C (diisopropylazodicarboxylate), C1(=CC=CC=C1)P(C1=CC=CC=C1)C1=CC=CC=C1 (triphenylphosphine), ON1C(C=2C(C1=O)=CC=CC2)=O (N-hydroxyphthalimide). Run in hexanes, hexanes, CCOCC (Et2O), CCOCC (Et2O), C1CCOC1 (THF). Conditions: temperature 0 celsius. Yields the product [Si](C)(C)(C(C)(C)C)OC[C@@H]1[C@H](C[C@@H](O1)N1C(=O)NC(=O)C(C)=C1)ON1C(C=2C(C1=O)=CC=CC2)=O (5'-O-(t-Butyldimethylsilyl)-3'-O-Phthalimidothymidine). Isolated yield 62.0%. Reaction SMILES: [Si:1]([O:8][CH2:9][C@H:10]1[O:14][C@@H:13]([N:15]2[CH:23]=[C:21]([CH3:22])[C:19](=[O:20])[NH:18][C:16]2=[O:17])[CH2:12][C@@H:11]1[OH:24])([C:4]([CH3:7])([CH3:6])[CH3:5])([CH3:3])[CH3:2].C1(P(C2C=CC=CC=2)C2C=CC=CC=2)C=CC=CC=1.O[N:45]1[C:49](=[O:50])[C:48]2=[CH:51][CH:52]=[CH:53][CH:54]=[C:47]2[C:46]1=[O:55].CC(OC(/N=N/C(OC(C)C)=O)=O)C>C1COCC1.CCOCC>[Si:1]([O:8][CH2:9][C@H:10]1[O:14][C@@H:13]([N:15]2[CH:23]=[C:21]([CH3:22])[C:19](=[O:20])[NH:18][C:16]2=[O:17])[CH2:12][C@@H:11]1[O:24][N:45]1[C:46](=[O:55])[C:47]2=[CH:54][CH:53]=[CH:52][CH:51]=[C:48]2[C:49]1=[O:50])([C:4]([CH3:7])([CH3:5])[CH3:6])([CH3:2])[CH3:3]. Procedure details: To a solution of 5'-O-t-butyldimethylsilylthymidine [1, 21.36 g, 60 mmol, prepared according to the procedure of Nair, V., and Buenger, G. S., Org. Prep. Procedures Int., 22:57 (1990) in dry THF (750 ml)], triphenylphosphine (17.28 g, 66 mmol) and N-hydroxyphthalimide (10.74 g, 66 mmol) were added. The solution was cooled to 0° C. and diisopropylazodicarboxylate (15.15 g, 75 mmol) was added dropwise over a period of 3 hr while stirring under nitrogen. The reaction mixture was then stirred at roo... The reactants are CC(C)(C)[O-], CS(=O)(=O)c1ccc(S(C)(=O)=O)nc1, CS(C)=O, [K+], O, N#Cc1ccc(O)cc1. Yields the product CS(=O)(=O)c1ccc(Oc2ccc(C#N)cc2)nc1. Reaction SMILES: [CH3:10][C:11]([CH3:12])([O-:13])[CH3:14].[CH3:16][S:17](=[O:18])(=[O:19])[c:20]1[n:21][cH:22][c:23]([S:26](=[O:27])(=[O:28])[CH3:29])[cH:24][cH:25]1.[CH3:31][S:32]([CH3:33])=[O:34].[K+:15].[OH2:30].[OH:1][c:2]1[cH:3][cH:4][c:5]([C:8]#[N:9])[cH:6][cH:7]1>>[O:1]([c:2]1[cH:3][cH:4][c:5]([C:8]#[N:9])[cH:6][cH:7]1)[c:20]1[n:21][cH:22][c:23]([S:26](=[O:27])(=[O:28])[CH3:29])[cH:24][cH:25]1.